This data is from the Open Reaction Database (ORD), a public repository of structured organic reaction records. The task is: describe an organic reaction: reactants, conditions, products, and yield Starting materials: ClC1=NC=CC=C1C=1N=NSC1C=1C(=NC=CC1)NCC (4-(2-chloropyridin-3-yl)-5-(2-ethylaminopyridin-3-yl)-1, 2, 3-thiadiazole), C[Si](C)(C)[N-][Si](C)(C)C.[K+] (potassium bistrimethylsilylamide). Solvent: C(C)(=O)OCC (ethyl acetate), O1CCCC1 (tetrahydrofuran). Product: CCN1C2=C(C=CC=N2)C3=C(C4=C1N=CC=C4)SN=N3 (8-ethyl-(1, 2, 3)thiadiazolo[4',5':6,5]dipyrido[2,3-b:3',2'-f]azepine). Yield: 73.1%. RXN SMILES: Cl[C:2]1[C:7]([C:8]2[N:9]=[N:10][S:11][C:12]=2[C:13]2[C:14]([NH:19][CH2:20][CH3:21])=[N:15][CH:16]=[CH:17][CH:18]=2)=[CH:6][CH:5]=[CH:4][N:3]=1.C[Si]([N-][Si](C)(C)C)(C)C.[K+]>O1CCCC1.C(OCC)(=O)C>[CH3:21][CH2:20][N:19]1[C:14]2[N:15]=[CH:16][CH:17]=[CH:18][C:13]=2[C:12]2[S:11][N:10]=[N:9][C:8]=2[C:7]2[CH:6]=[CH:5][CH:4]=[N:3][C:2]1=2 |f:1.2|. Reported procedure: To a solution of 4-(2-chloropyridin-3-yl)-5-(2-ethylaminopyridin-3-yl)-1, 2, 3-thiadiazole (0.700 g) in tetrahydrofuran (5 mL) was added potassium bistrimethylsilylamide (0.5M in toluene, 3.5 mL). After 10 minutes the mixture was diluted with ethyl acetate, washed with water, dried, filtered and evaporated. Chromatography of the residue over silica gel gave 8-ethyl-(1, 2, 3)thiadiazolo[4',5':6,5]dipyrido[2,3-b:3',2'-f]azepine (0.453 g). mp 194-196° C.